Dataset: the Open Reaction Database (ORD), a public repository of structured organic reaction records. Task: describe an organic reaction: reactants, conditions, products, and yield Reactants: C(OC)(OC)=O (dimethyl carbonate), C(C)(C)[N-]C(C)C.[Li+] (lithium diisopropylamide), CN(P(N(C)C)(N(C)C)=O)C (hexamethylphosphoric triamide), COC1=NC=CC(=C1)C (2-methoxy-4-methylpyridine). Solvent: C1CCOC1 (THF), C1CCOC1 (THF), C1CCOC1 (THF). Run at time 30 minute. The product is COC1=NC=CC(=C1)CC(=O)OC (Methyl 2-(2-methoxypyridin-4-yl)acetate). Reaction SMILES: C([N-]C(C)C)(C)C.[Li+].CN(C)P(=O)(N(C)C)N(C)C.[CH3:20][O:21][C:22]1[CH:27]=[C:26]([CH3:28])[CH:25]=[CH:24][N:23]=1.[C:29](=O)([O:32]C)[O:30][CH3:31]>C1COCC1>[CH3:20][O:21][C:22]1[CH:27]=[C:26]([CH2:28][C:29]([O:30][CH3:31])=[O:32])[CH:25]=[CH:24][N:23]=1 |f:0.1|. Reported procedure: To the solution of lithium diisopropylamide (Aldrich, 2.0M, 122 mL, 244 mmol), THF (90 mL) and hexamethylphosphoric triamide (Aldrich, 16 mL, 89 mmol) at −78° C. under nitrogen was added, in 10 min, a solution of 2-methoxy-4-methylpyridine (10.0 g, 81 mmol) in THF (30 mL). After 30 min, a solution of dimethyl carbonate (Aldrich, 7.5 mL, 90 mmol) in THF (30 mL) was added over 15 min. The stirring was continued for 2 h at −78° C. before the reaction was quenched with MeOH (30 mL). The mixture was ...